This data is from the Open Reaction Database (ORD), a public repository of structured organic reaction records. The task is: describe an organic reaction: reactants, conditions, products, and yield Starting materials: CC(C(=O)OCC)C(CC(C)=O)=O (Ethyl 2-methyl-3,5-dioxohexanoate), O (water), NN (hydrazine). Solvent: C1CCOC1 (THF). Reaction conditions: time 8 hour. Product: CC1=NNC(=C1)C(C(=O)OCC)C (Ethyl 2-(3-methyl-1H-pyrazol-5-yl)propanoate). The yield is 10.4%. As a reaction SMILES: [CH3:1][CH:2]([C:8](=O)[CH2:9][C:10](=O)[CH3:11])[C:3]([O:5][CH2:6][CH3:7])=[O:4].O.[NH2:15][NH2:16]>C1COCC1>[CH3:11][C:10]1[CH:9]=[C:8]([CH:2]([CH3:1])[C:3]([O:5][CH2:6][CH3:7])=[O:4])[NH:16][N:15]=1. Procedure details: To a solution of 18.6 g (100 mmol) of ethyl 2-methyl-3,5-dioxohexanoate from step A above in 200 mL of THF and 50 mL of water was added 3.45 mL (110 mmol) of anhydrous hydrazine. The biphasic reaction mixture was stirred at ambient temperature overnight then evaporated to dryness in vacuo. The crude yellow residue was dissolved in an ethyl acetate and water mixture and flushed through a 50 g silica gel plug. The filtrate was then evaporated to dryness in vacuo and the residue purified by silica ...